This data is from the Open Reaction Database (ORD), a public repository of structured organic reaction records. The task is: describe an organic reaction: reactants, conditions, products, and yield Starting materials: CC#CCO, [Cl-], Fc1cccc(Cc2cc(Cl)ncn2)c1, [H-], [NH4+], [Na+], C1CCOC1. The product is CC#CCOc1cc(Cc2cccc(F)c2)ncn1. As a reaction SMILES: [CH2:3]([C:4]#[C:5][CH3:6])[OH:7].[Cl-:23].[Cl:8][c:9]1[n:10][cH:11][n:12][c:13]([CH2:15][c:16]2[cH:17][c:18]([F:22])[cH:19][cH:20][cH:21]2)[cH:14]1.[H-:1].[NH4+:24].[Na+:2].[O:25]1[CH2:26][CH2:27][CH2:28][CH2:29]1>>[CH2:3]([C:4]#[C:5][CH3:6])[O:7][c:9]1[n:10][cH:11][n:12][c:13]([CH2:15][c:16]2[cH:17][c:18]([F:22])[cH:19][cH:20][cH:21]2)[cH:14]1.